Dataset: the Open Reaction Database (ORD), a public repository of structured organic reaction records. Task: describe an organic reaction: reactants, conditions, products, and yield Starting materials: ClC=1C=C2CC(NC2=CC1)=O (5-chlorooxindole), 3,5-dimethyl-1H-pyrrole-2-carhoxaldehyde, N1CCCCC1 (piperidine). Isolated yield 442.1%. The product is ClC=1C=C2C(C(NC2=CC1)=O)=CC=1NC=CC1 (5-chloro-3-(1H-pyrrol-2-yl-methylene)-1,3-dihydro-indol-2-one). Procedure: A mixture of 5-chlorooxindole (6.98 g, 41.6 mmol), 3,5-dimethyl-1H-pyrrole-2-carhoxaldehyde (5.12 g, 41.6 mmol) and piperidine (410 μL, 4.16 mmol) in 200 mL of EtOH was heated at reflux for 8 h. The reaction mixture was cooled to room temperature and filtered to give the title compound (4.50 g, 40%) as a red/orange solid. Run in CCO (EtOH). As a reaction SMILES: [Cl:1][C:2]1[CH:3]=[C:4]2[C:8](=[CH:9][CH:10]=1)[NH:7][C:6](=[O:11])[CH2:5]2.[NH:12]1[CH2:17][CH2:16][CH2:15][CH2:14][CH2:13]1>CCO>[Cl:1][C:2]1[CH:3]=[C:4]2[C:8](=[CH:9][CH:10]=1)[NH:7][C:6](=[O:11])[C:5]2=[CH:16][C:17]1[NH:12][CH:13]=[CH:14][CH:15]=1. The reactants are [Si](C)(C)(C)Cl (Me3SiCl), C1C=C(C2=CC=CC=C12)C(C)(C)C1=CCC2=CC=CC=C12 (2,2-bis(3-indenyl)propane), C1CCOC1 (THF), solution, [Li]CCCC (BuLi). The solvent is O (Water), CCCCCC (hexane). Product: C[Si](C1C=C(C2=CC=CC=C12)C(C)(C)C1=CC(C2=CC=CC=C12)[Si](C)(C)C)(C)C (2,2-bis(1-trimethylsilyl-3-indenyl)propane). Isolated yield 95.1%. Reaction SMILES: [CH2:1]1[C:9]2[C:4](=[CH:5][CH:6]=[CH:7][CH:8]=2)[C:3]([C:10]([C:13]2[C:21]3[C:16](=[CH:17][CH:18]=[CH:19][CH:20]=3)[CH2:15][CH:14]=2)([CH3:12])[CH3:11])=[CH:2]1.C1COCC1.[Li]CCCC.[Si:32](Cl)([CH3:35])([CH3:34])[CH3:33]>CCCCCC.O>[CH3:33][Si:32]([CH3:35])([CH3:34])[CH:15]1[C:16]2[C:21](=[CH:20][CH:19]=[CH:18][CH:17]=2)[C:13]([C:10]([C:3]2[C:4]3[C:9](=[CH:8][CH:7]=[CH:6][CH:5]=3)[CH:1]([Si:32]([CH3:35])([CH3:34])[CH3:33])[CH:2]=2)([CH3:12])[CH3:11])=[CH:14]1. Procedure details: 3.3 g of 2,2-bis(3-indenyl)propane (20511/46, MW 272.39, 12.11 mmol) and 50 m of THF in a 100 mL flask were cooled to -70° C. while stirring. 17 mL of a 1.6 M solution of BuLi (27.2 mmol) in hexane were added dropwise. At the end of the addition, the reaction mixture was allowed to warm to room temperature and stirred for 1 h. The solution was cooled again to -70° C. and 3.4 mL of Me3SiCl (MW 108.64, d 0.856, 26.8 mmol) were added. At the end of the addition, the reaction mixture was allowed to ... Reactants: C1CCC(C2OC3=C(OC21)C=CC=C3)O (1,2,3,4,4a,10a-hexahydrodibenzo[b,e][1,4]-dioxin-4-ol), Cl.CN(CCCCl)C (3-dimethylamino-1-chloropropane hydrochloride). Yields the product CN(CCCOC1CCCC2C1OC1=C(O2)C=CC=C1)C (4-(3-dimethylaminopropoxy)-1,2,3,4,4a,10a-hexahydrodibenzo-[b,e][1,4]dioxin). Yield: 55.6%. Reaction SMILES: [CH2:1]1[CH:10]2[CH:5]([O:6][C:7]3[CH:14]=[CH:13][CH:12]=[CH:11][C:8]=3[O:9]2)[CH:4]([OH:15])[CH2:3][CH2:2]1.Cl.[CH3:17][N:18]([CH3:23])[CH2:19][CH2:20][CH2:21]Cl>>[CH3:17][N:18]([CH3:23])[CH2:19][CH2:20][CH2:21][O:15][CH:4]1[CH:5]2[O:6][C:7]3[CH:14]=[CH:13][CH:12]=[CH:11][C:8]=3[O:9][CH:10]2[CH2:1][CH2:2][CH2:3]1 |f:1.2|. Procedure details: In an analogous manner as described in Example 5, but starting with 10 g (0.048 mole) of the alcohol of Example 1 and 6.6 g (0.042 mole) of 3-dimethylamino-1-chloropropane hydrochloride, there were obtained 6.8 g of the title-compound of boiling point 165° C. at a pressure of 1.33 Pa, having the elementary analysis: Starting materials: O.C(CC(O)(C(=O)O)CC(=O)O)(=O)O (citric acid monohydrate). Solvent: O (water), O (water). Product: C(CC(O)(C(=O)O)CC(=O)O)(=O)O (Citric Acid). As a reaction SMILES: O.[C:2]([OH:14])(=[O:13])[CH2:3][C:4]([CH2:9][C:10]([OH:12])=[O:11])([C:6]([OH:8])=[O:7])[OH:5]>O>[C:2]([OH:14])(=[O:13])[CH2:3][C:4]([CH2:9][C:10]([OH:12])=[O:11])([C:6]([OH:8])=[O:7])[OH:5] |f:0.1|. Reported procedure: Dissolve 21.02 g citric acid monohydrate (EM Sciences CX1725-1) in 900 mL demineralized water in glass beaker with stirring. Transfer solution to 1 L volumetric flask and make to 1 L with demineralized water. Filter sterilize and store at room temperature. Isolated yield 25.2%. Reaction SMILES: [CH2:1]([O:3][C:4](=[O:35])[CH2:5][C:6]1([NH:17][C:18]([NH:20][C:21]2[CH:26]=[CH:25][C:24]([CH2:27][CH2:28][CH2:29][CH2:30][CH2:31][CH2:32][CH2:33][CH3:34])=[CH:23][CH:22]=2)=[O:19])[CH2:9][N:8](C(OCCCC)=O)[CH2:7]1)[CH3:2].FC(F)(F)C(O)=O>C(Cl)Cl>[CH2:27]([C:24]1[CH:23]=[CH:22][C:21]([NH:20][C:18](=[O:19])[NH:17][C:6]2([CH2:5][C:4]([O:3][CH2:1][CH3:2])=[O:35])[CH2:9][NH:8][CH2:7]2)=[CH:26][CH:25]=1)[CH2:28][CH2:29][CH2:30][CH2:31][CH2:32][CH2:33][CH3:34]. The solvent is C(Cl)Cl (CH2Cl2). Procedure: A solution of tent-butyl 3-(2-ethoxy-2-oxoethyl)-3-(3-(4-octylphenyl)ureido)azetidine-1-carboxylate (0.5 mmol) in CH2Cl2 (5 mL) was cooled with an ice/water bath and treated with trifluoroacetic acid (0.5 mL). The reaction was monitored (TLC) to completion (3-4 hrs) at which point the solvent and excess trifluoroacetic acid were removed in vacuo. The residue was purified by column chromatography to obtained the title compound (49 mg, 65%). 1H NMR (400 MHz, CD3OD) δ 7.21 (d, 2H, J=8.4 Hz), 7.07 (... Product: C(CCCCCCC)C1=CC=C(C=C1)NC(NC1(CNC1)CC(=O)OCC)=O (Ethyl 2-(3-(3-(4-octylphenyl)ureido)azetidin-3-yl)acetate). Reactants: FC(C(=O)O)(F)F (trifluoroacetic acid), C(C)OC(CC1(CN(C1)C(=O)OCCCC)NC(=O)NC1=CC=C(C=C1)CCCCCCCC)=O (butyl 3-(2-ethoxy-2-oxoethyl)-3-(3-(4-octylphenyl)ureido)azetidine-1-carboxylate), FC(C(=O)O)(F)F (trifluoroacetic acid). The reactants are [BH3-]C#N, C1CCNC1, CC1(C)CC(=O)c2sccc2O1, CO, Cl, [Na+], O. Yields the product CC1(C)CC(N2CCCC2)c2sccc2O1. Reaction SMILES: [C:19]([BH3-:20])#[N:21].[CH2:13]1[CH2:14][CH2:15][NH:16][CH2:17]1.[CH3:1][C:2]1([CH3:12])[CH2:3][C:4](=[O:11])[c:5]2[c:6]([cH:8][cH:9][s:10]2)[O:7]1.[CH3:23][OH:24].[ClH:18].[Na+:22].[OH2:25]>>[CH3:1][C:2]1([CH3:12])[CH2:3][CH:4]([N:16]2[CH2:15][CH2:14][CH2:13][CH2:17]2)[c:5]2[c:6]([cH:8][cH:9][s:10]2)[O:7]1. Starting materials: C/C=1/C(=O)OC(\C1\C)=O (2,3-Dimethylmaleic acid anhydride), CNN (methylhydrazine). Solvent: C(C)O (ethyl alcohol). Reaction conditions: temperature 70 celsius, time 3 hour. The product is CNN1C(C(=C(C1=O)C)C)=O (N-(methylamino)-2,3-dimethylmaleimide). Reaction SMILES: [CH3:1][C:2]1[C:3]([O:5][C:6](=O)[C:7]=1[CH3:8])=[O:4].[CH3:10][NH:11][NH2:12]>C(O)C>[CH3:10][NH:11][N:12]1[C:3](=[O:4])[C:2]([CH3:1])=[C:7]([CH3:8])[C:6]1=[O:5]. Reported procedure: 2,3-Dimethylmaleic acid anhydride (3.5 g, 28 mM) was suspended in 50 ml of ethyl alcohol. To the dispersion was added methylhydrazine (1.28 g, 27.7 mM). After addition, the mixture was stirred at 70° C. for 3 hours. After ethanol was distilled away, the target compound was separated by chromatography from the reaction mixture. The reactants are N#CCC1(CBr)CC1, CCOC(=O)Cc1c(C)[nH]c2cccc(Br)c12, O=C([O-])[O-], CS(C)=O, [Cs+], [Cs+], O. Product: CCOC(=O)Cc1c(C)n(CC2(CC#N)CC2)c2cccc(Br)c12. RXN SMILES: [Br:18][CH2:19][C:20]1([CH2:23][C:24]#[N:25])[CH2:21][CH2:22]1.[Br:1][c:2]1[c:3]2[c:4]([CH2:12][C:13](=[O:14])[O:15][CH2:16][CH3:17])[c:5]([CH3:11])[nH:6][c:7]2[cH:8][cH:9][cH:10]1.[C:26](=[O:27])([O-:28])[O-:29].[CH3:33][S:34]([CH3:35])=[O:36].[Cs+:30].[Cs+:31].[OH2:32]>>[Br:1][c:2]1[c:3]2[c:4]([CH2:12][C:13](=[O:14])[O:15][CH2:16][CH3:17])[c:5]([CH3:11])[n:6]([CH2:19][C:20]3([CH2:23][C:24]#[N:25])[CH2:21][CH2:22]3)[c:7]2[cH:8][cH:9][cH:10]1. Starting materials: N#Cc1cccc(N=C=O)c1, C1CCOC1, NC(Cc1ccccc1)C(O)CN1CCC(Cc2ccc(F)cc2)CC1. The product is N#Cc1cccc(NC(=O)NC(Cc2ccccc2)C(O)CN2CCC(Cc3ccc(F)cc3)CC2)c1. As a reaction SMILES: [C:27](#[N:28])[c:29]1[cH:30][c:31]([N:35]=[C:36]=[O:37])[cH:32][cH:33][cH:34]1.[CH2:38]1[O:39][CH2:40][CH2:41][CH2:42]1.[NH2:1][CH:2]([CH2:3][c:4]1[cH:5][cH:6][cH:7][cH:8][cH:9]1)[CH:10]([CH2:11][N:12]1[CH2:13][CH2:14][CH:15]([CH2:18][c:19]2[cH:20][cH:21][c:22]([F:25])[cH:23][cH:24]2)[CH2:16][CH2:17]1)[OH:26]>>[NH:1]([CH:2]([CH2:3][c:4]1[cH:5][cH:6][cH:7][cH:8][cH:9]1)[CH:10]([CH2:11][N:12]1[CH2:13][CH2:14][CH:15]([CH2:18][c:19]2[cH:20][cH:21][c:22]([F:25])[cH:23][cH:24]2)[CH2:16][CH2:17]1)[OH:26])[C:36]([NH:35][c:31]1[cH:30][c:29]([C:27]#[N:28])[cH:34][cH:33][cH:32]1)=[O:37].